This data is from the Open Reaction Database (ORD), a public repository of structured organic reaction records. The task is: describe an organic reaction: reactants, conditions, products, and yield Reactants: Nc1cccc2cccnc12, O=C1OC(=O)c2ccccc21. Yields the product O=C1c2ccccc2C(=O)N1c1cccc2cccnc12. As a reaction SMILES: [NH2:1][c:2]1[cH:3][cH:4][cH:5][c:6]2[cH:7][cH:8][cH:9][n:10][c:11]12.[O:12]=[C:13]1[O:14][C:15](=[O:16])[c:17]2[cH:18][cH:19][cH:20][cH:21][c:22]21>>[N:1]1([c:2]2[cH:3][cH:4][cH:5][c:6]3[cH:7][cH:8][cH:9][n:10][c:11]23)[C:13](=[O:12])[c:22]2[c:17]([cH:18][cH:19][cH:20][cH:21]2)[C:15]1=[O:14]. Starting materials: ClC=1C=C(C=CC1)C1OC(CC2=CC(=C(C=C12)OC)OC)CO (1-(3-chlorophenyl)-3-hydroxymethyl-6,7-dimethoxyisochromane), C(C)(=O)OC(C)=O (acetic anhydride). Conditions: time 3 hour. The product is ClC=1C=C(C=CC1)C1OC(CC2=CC(=C(C=C12)OC)OC)COC(C)=O (1-(3-chlorophenyl)-3-acetoxymethyl-6,7-dimethoxyisochromane). Yield: 95.0%. As a reaction SMILES: [Cl:1][C:2]1[CH:3]=[C:4]([CH:8]2[C:17]3[C:12](=[CH:13][C:14]([O:20][CH3:21])=[C:15]([O:18][CH3:19])[CH:16]=3)[CH2:11][CH:10]([CH2:22][OH:23])[O:9]2)[CH:5]=[CH:6][CH:7]=1.[C:24](OC(=O)C)(=[O:26])[CH3:25]>>[Cl:1][C:2]1[CH:3]=[C:4]([CH:8]2[C:17]3[C:12](=[CH:13][C:14]([O:20][CH3:21])=[C:15]([O:18][CH3:19])[CH:16]=3)[CH2:11][CH:10]([CH2:22][O:23][C:24](=[O:26])[CH3:25])[O:9]2)[CH:5]=[CH:6][CH:7]=1. Procedure details: 23.19 g (69.2 mmoles) of 1-(3-chlorophenyl)-3-hydroxymethyl-6,7-dimethoxyisochromane are dissolved in 100 ml of acetic anhydride. The reaction mixture is boiled for 3 hours under reflux, then it is evaporated in vacuo, and three times 50 ml each of 99.5% ethanol are distilled off the residual gum in vacuo. Thus 24.8 g of crude 1-(3-chlorophenyl)-3-acetoxymethyl-6,7-dimethoxyisochromane are obtained. Yield: 95%. The reactants are S(=O)(=O)([O-])[O-].[NH4+].[NH4+] (ammonium sulfate), C(CNC(CO)(CO)CO)CNC(CO)(CO)CO (Bis-Tris Propane), C(CNC(CO)(CO)CO)CNC(CO)(CO)CO (Bis-Tris Propane), C(CNC(CO)(CO)CO)CNC(CO)(CO)CO (Bis-Tris propane), S(=O)(=O)([O-])[O-].[NH4+].[NH4+] (ammonium sulfate). The solvent is O (water). Run at time 3 day. Product: S(=O)(=O)([O-])[O-].[NH4+].[NH4+].C(CNC(CO)(CO)CO)CNC(CO)(CO)CO (Ammonium Sulfate Bis-Tris Propane). As a reaction SMILES: [S:1]([O-:5])([O-:4])(=[O:3])=[O:2].[NH4+:6].[NH4+].[CH2:8]([CH2:18][NH:19][C:20]([CH2:25][OH:26])([CH2:23][OH:24])[CH2:21][OH:22])[CH2:9][NH:10][C:11]([CH2:16][OH:17])([CH2:14][OH:15])[CH2:12][OH:13]>O>[S:1]([O-:5])([O-:4])(=[O:3])=[O:2].[NH4+:10].[NH4+:6].[CH2:8]([CH2:9][NH:10][C:11]([CH2:14][OH:15])([CH2:16][OH:17])[CH2:12][OH:13])[CH2:18][NH:19][C:20]([CH2:21][OH:22])([CH2:23][OH:24])[CH2:25][OH:26] |f:0.1.2,5.6.7.8|. Procedure details: A greased VDX plate and circle siliconized glass cover slides were used. 500 μL of a particular reservoir solution was prepared by admixing ammonium sulfate stock solution, Bis-Tris propane stock solution and Milli Q water in each well. In this example, ammonium sulfate molarity was around 0.5 M, 1 M, 1.5 M or 2 M. The Bis-Tris Propane molarity was 0.1 M throughout, and the Bis-Tris Propane buffer pH was around 5.5, 6.0, 6.5, 7.0, 7.5 or 8.0. The resulting 24 conditions were assessed with all of... Reactants: C(C1=CC=CC=C1)OC(C1=CC=C(C=C1)N1CCNCC1)=O (4-piperazin-1-yl-benzoic acid benzyl ester), ClC1=NC=C(C(=O)NC2=C(C=C(C=C2)C(F)(F)F)F)C=C1 (6-chloro-N-(2-fluoro-4-trifluoromethyl-phenyl)-nicotinamide), C1(=CC=CC=C1)NC(=O)C=1C=CC(=NC1)N1CCN(CC1)C1=CC=C(C(=O)O)C=C1 (4-[4-(5-phenylcarbamoyl-pyridin-2-yl)-piperazin-1-yl]-benzoic acid). The product is FC1=C(C=CC(=C1)C(F)(F)F)NC(=O)C=1C=CC(=NC1)N1CCN(CC1)C1=CC=C(C(=O)O)C=C1 (4-{4-[5-(2-Fluoro-4-trifluoromethyl-phenylcarbamoyl)-pyridin-2-yl]-piperazin-1-yl}-benzoic acid). RXN SMILES: C([O:8][C:9](=[O:22])[C:10]1[CH:15]=[CH:14][C:13]([N:16]2[CH2:21][CH2:20][NH:19][CH2:18][CH2:17]2)=[CH:12][CH:11]=1)C1C=CC=CC=1.Cl[C:24]1[CH:43]=[CH:42][C:27]([C:28]([NH:30][C:31]2[CH:36]=[CH:35][C:34]([C:37]([F:40])([F:39])[F:38])=[CH:33][C:32]=2[F:41])=[O:29])=[CH:26][N:25]=1.C1(NC(C2C=CC(N3CCN(C4C=CC(C(O)=O)=CC=4)CC3)=NC=2)=O)C=CC=CC=1>>[F:41][C:32]1[CH:33]=[C:34]([C:37]([F:40])([F:39])[F:38])[CH:35]=[CH:36][C:31]=1[NH:30][C:28]([C:27]1[CH:42]=[CH:43][C:24]([N:19]2[CH2:18][CH2:17][N:16]([C:13]3[CH:12]=[CH:11][C:10]([C:9]([OH:8])=[O:22])=[CH:15][CH:14]=3)[CH2:21][CH2:20]2)=[N:25][CH:26]=1)=[O:29]. Procedure: 4-{4-[5-(2-Fluoro-4-trifluoromethyl-phenylcarbamoyl)-pyridin-2-yl]-piperazin-1-yl}-benzoic acid was prepared from 4-piperazin-1-yl-benzoic acid benzyl ester and 6-chloro-N-(2-fluoro-4-trifluoromethyl-phenyl)-nicotinamide with a method similar to the one described in the synthesis of 4-[4-(5-phenylcarbamoyl-pyridin-2-yl)-piperazin-1-yl]-benzoic acid above. HRMS m/z calcd for C24H20N4O3F4 [M+H]+: 489.1545. Found: 489.1543. Reactants: COC1=NC(=NC(=C1)OC)OC=1C=CC2=C(C(=CS2)C)C1C=O (5-(4,6-dimethoxypyrimidin-2-yl)oxy-4-formyl-3-methylbenzothiophene), [Mn](=O)(=O)(=O)[O-].[K+] (potassium permanganate). Solvent: CC(=O)C (acetone), O (water). Reaction conditions: time 15 minute. The product is COC1=NC(=NC(=C1)OC)OC1=CC=C2C(C(=CS2)C)=C1C(=O)O (5-(4,6-dimethoxypyrimidin-2-yl)oxy-3-methylbenzothiophene -4-carboxylic acid). Yield: 74.7%. RXN SMILES: [CH3:1][O:2][C:3]1[CH:8]=[C:7]([O:9][CH3:10])[N:6]=[C:5]([O:11][C:12]2[CH:13]=[CH:14][C:15]3[S:19][CH:18]=[C:17]([CH3:20])[C:16]=3[C:21]=2[CH:22]=[O:23])[N:4]=1.[Mn]([O-])(=O)(=O)=[O:25].[K+]>CC(C)=O.O>[CH3:10][O:9][C:7]1[CH:8]=[C:3]([O:2][CH3:1])[N:4]=[C:5]([O:11][C:12]2[C:21]([C:22]([OH:25])=[O:23])=[C:16]3[C:17]([CH3:20])=[CH:18][S:19][C:15]3=[CH:14][CH:13]=2)[N:6]=1 |f:1.2|. Procedure details: 0.6 g of 5-(4,6-dimethoxypyrimidin-2-yl)oxy-4-formyl-3-methylbenzothiophene was dissolved in 80 ml of acetone. While stirring the solution at room temperature, 0.6 g of potassium permanganate dissolved in 10 ml of water was dropwise added thereto over a period of 15 minutes, and the mixture was further stirred at room temperature for 4 hours. It was then concentrated under reduced pressure to remove acetone, and then a saturated sodium bicarbonate aqueous solution was added thereto to make the m...